This data is from the Open Reaction Database (ORD), a public repository of structured organic reaction records. The task is: describe an organic reaction: reactants, conditions, products, and yield The reactants are NC1=C2C(=NC=N1)N(N=C2I)C[C@@H](C)NC(OC(C)(C)C)=O (tert-butyl N-[(1R)-2-(4-amino-3-iodo-pyrazolo[3,4-d]pyrimidin-1-yl)-1-methyl-ethyl]carbamate), FC1=C(C=CC(=C1)OC1=CC=CC=C1)B(O)O ((2-fluoro-4-phenoxy-phenyl)boronic acid), C(=O)([O-])[O-].[K+].[K+] (K2CO3), O1CCOCC1 (1,4-dioxane). Reagents/catalysts: C=1C=CC(=CC1)[P](C=2C=CC=CC2)(C=3C=CC=CC3)[Pd]([P](C=4C=CC=CC4)(C=5C=CC=CC5)C=6C=CC=CC6)([P](C=7C=CC=CC7)(C=8C=CC=CC8)C=9C=CC=CC9)[P](C=1C=CC=CC1)(C=1C=CC=CC1)C=1C=CC=CC1 (tetrakis(triphenylphosphine)palladium(0)). Solvent: O (water), C(C)(=O)OCC (ethyl acetate). Run at temperature 140 celsius. Product: NC1=C2C(=NC=N1)N(N=C2C2=C(C=C(C=C2)OC2=CC=CC=C2)F)C[C@@H](C)NC(OC(C)(C)C)=O (tert-butyl N-[(1R)-2-[4-amino-3-(2-fluoro-4-phenoxy-phenyl)pyrazolo[3,4-d]pyrimidin-1-yl]-1-methyl-ethyl]carbamate). The yield is 130.5%. As a reaction SMILES: [NH2:1][C:2]1[N:7]=[CH:6][N:5]=[C:4]2[N:8]([CH2:12][C@H:13]([NH:15][C:16](=[O:22])[O:17][C:18]([CH3:21])([CH3:20])[CH3:19])[CH3:14])[N:9]=[C:10](I)[C:3]=12.[F:23][C:24]1[CH:29]=[C:28]([O:30][C:31]2[CH:36]=[CH:35][CH:34]=[CH:33][CH:32]=2)[CH:27]=[CH:26][C:25]=1B(O)O.C([O-])([O-])=O.[K+].[K+].O1CCOCC1>C(OCC)(=O)C.C1C=CC([P]([Pd]([P](C2C=CC=CC=2)(C2C=CC=CC=2)C2C=CC=CC=2)([P](C2C=CC=CC=2)(C2C=CC=CC=2)C2C=CC=CC=2)[P](C2C=CC=CC=2)(C2C=CC=CC=2)C2C=CC=CC=2)(C2C=CC=CC=2)C2C=CC=CC=2)=CC=1.O>[NH2:1][C:2]1[N:7]=[CH:6][N:5]=[C:4]2[N:8]([CH2:12][C@H:13]([NH:15][C:16](=[O:22])[O:17][C:18]([CH3:21])([CH3:20])[CH3:19])[CH3:14])[N:9]=[C:10]([C:25]3[CH:26]=[CH:27][C:28]([O:30][C:31]4[CH:36]=[CH:35][CH:34]=[CH:33][CH:32]=4)=[CH:29][C:24]=3[F:23])[C:3]=12 |f:2.3.4,^1:61,63,82,101|. Procedure: To a microwave tube was added tert-butyl N-[(1R)-2-(4-amino-3-iodo-pyrazolo[3,4-d]pyrimidin-1-yl)-1-methyl-ethyl]carbamate (1.7 g, 4.1 mmol), (2-fluoro-4-phenoxy-phenyl)boronic acid (1.4 g, 6.1 mmol), K2CO3 (1.27 g, 9.2 mmol), and tetrakis(triphenylphosphine)palladium(0) (213 mg, 0.18 mmol) and 1,4-dioxane (12 mL) and water (3 mL). The mixture was capped and heated under microwave conditions for 140° C. for 10 minutes. The reaction was cooled and diluted with ethyl acetate (50 mL) and washed wit...